Dataset: the Open Reaction Database (ORD), a public repository of structured organic reaction records. Task: describe an organic reaction: reactants, conditions, products, and yield The reactants are [OH-].[Na+] (sodium hydroxide), FC1=C(NC2=NC=NC3=CC(=CC=C23)NC(CCN2CCOCC2)=O)C=C(C(=C1)C)OC(=O)OC (4-(2-fluoro-5-methoxycarbonyloxy-4-methylanilino)-7-(3-morpholinopropionamido)quinazoline), Cl (hydrochloric acid). Run in O (water), CO (methanol). Conditions: time 1 hour. Yields the product FC1=C(NC2=NC=NC3=CC(=CC=C23)NC(CCN2CCOCC2)=O)C=C(C(=C1)C)O (4-(2-fluoro-5-hydroxy-4-methylanilino)-7-(3-morpholinopropionamido)quinazoline). Yield: 80.0%. Reaction SMILES: [OH-].[Na+].[F:3][C:4]1[CH:31]=[C:30]([CH3:32])[C:29]([O:33]C(OC)=O)=[CH:28][C:5]=1[NH:6][C:7]1[C:16]2[C:11](=[CH:12][C:13]([NH:17][C:18](=[O:27])[CH2:19][CH2:20][N:21]3[CH2:26][CH2:25][O:24][CH2:23][CH2:22]3)=[CH:14][CH:15]=2)[N:10]=[CH:9][N:8]=1.Cl>CO.O>[F:3][C:4]1[CH:31]=[C:30]([CH3:32])[C:29]([OH:33])=[CH:28][C:5]=1[NH:6][C:7]1[C:16]2[C:11](=[CH:12][C:13]([NH:17][C:18](=[O:27])[CH2:19][CH2:20][N:21]3[CH2:26][CH2:25][O:24][CH2:23][CH2:22]3)=[CH:14][CH:15]=2)[N:10]=[CH:9][N:8]=1 |f:0.1|. Reported procedure: 2M Aqueous sodium hydroxide solution (453 μl, 0.9 mmol) was added to a suspension of 4-(2-fluoro-5-methoxycarbonyloxy-4-methylanilino)-7-(3-morpholinopropionamido)quinazoline (219 mg, 0.45 mmol) in methanol (6 ml) and the mixture stirred for 1 hour. The reaction mixture was diluted with water and then adjusted to pH6 with 2M hydrochloric acid. The resulting precipitate was collected by filtration, washed with water and ethanol, and dried. The solid was dissolved in methylene chloride/methanol an... Isolated yield 4.8%. Reported procedure: A mixture of 3-(4-amino-3-methoxyphenyl)-1-[4-(4-methylpiperazino)cyclohexyl]-1H-pyrazolo[3,4-d]pyrimidin-4-amine (0.151 g, 0.356 mmol, 1 equiv), potassium carbonate (0.098 g, 0.711 mmol, 2 equiv), and chloroacetylchloride (0.04 mL, 0.5 mmol, 1.5 equiv) in DMF (1.5 mL) was stirred at ambient temperature for 20 minutes and then aniline (0.32 mL, 3.5 mmol, 10 equiv) was added. The reaction mixture was stirred at ambient temperature for 72 h. The solvent was removed under reduced pressure and the r... The reactants are NC1=CC=CC=C1 (aniline), NC1=C(C=C(C=C1)C1=NN(C2=NC=NC(=C21)N)C2CCC(CC2)N2CCN(CC2)C)OC (3-(4-amino-3-methoxyphenyl)-1-[4-(4-methylpiperazino)cyclohexyl]-1H-pyrazolo[3,4-d]pyrimidin-4-amine), C([O-])([O-])=O.[K+].[K+] (potassium carbonate), ClCC(=O)Cl (chloroacetylchloride). Reaction conditions: time 20 minute. The product is NC1=C2C(=NC=N1)N(N=C2C2=CC(=C(C=C2)NC(CNC2=CC=CC=C2)=O)OC)[C@@H]2CC[C@@H](CC2)N2CCN(CC2)C (cis-N1-(4-{4-amino-1-[4-(4-methylpiperazino)cyclohexyl]-1H-pyrazolo[3,4-d]pyrimidin-3-yl}-2-methoxyphenyl)-2-anilinoacetamide). Run in CN(C)C=O (DMF). RXN SMILES: [NH2:1][C:2]1[CH:7]=[CH:6][C:5]([C:8]2[C:16]3[C:11](=[N:12][CH:13]=[N:14][C:15]=3[NH2:17])[N:10]([CH:18]3[CH2:23][CH2:22][CH:21]([N:24]4[CH2:29][CH2:28][N:27]([CH3:30])[CH2:26][CH2:25]4)[CH2:20][CH2:19]3)[N:9]=2)=[CH:4][C:3]=1[O:31][CH3:32].C(=O)([O-])[O-].[K+].[K+].Cl[CH2:40][C:41](Cl)=[O:42].[NH2:44][C:45]1[CH:50]=[CH:49][CH:48]=[CH:47][CH:46]=1>CN(C=O)C>[NH2:17][C:15]1[N:14]=[CH:13][N:12]=[C:11]2[N:10]([C@H:18]3[CH2:23][CH2:22][C@@H:21]([N:24]4[CH2:25][CH2:26][N:27]([CH3:30])[CH2:28][CH2:29]4)[CH2:20][CH2:19]3)[N:9]=[C:8]([C:5]3[CH:6]=[CH:7][C:2]([NH:1][C:41](=[O:42])[CH2:40][NH:44][C:45]4[CH:50]=[CH:49][CH:48]=[CH:47][CH:46]=4)=[C:3]([O:31][CH3:32])[CH:4]=3)[C:16]=12 |f:1.2.3|.